This data is from the Open Reaction Database (ORD), a public repository of structured organic reaction records. The task is: describe an organic reaction: reactants, conditions, products, and yield The reactants are OCC[C@H]1[C@H](C1)C1CCN(CC1)C(=O)OC1(CC1)C (1-methylcyclopropyl 4-[(1R,2S)-2-(2-hydroxyethyl)cyclopropyl]piperidine-1-carboxylate), OCC[C@H]1[C@H](C1)C1CCN(CC1)C(=O)OC1(CC1)C (1-methylcyclopropyl 4-[(1R,2S)-2-(2-hydroxyethyl)cyclopropyl]piperidine-1-carboxylate), FC1=C(C=CC(=C1)O)CC(=O)OC (methyl (2-fluoro-4-hydroxyphenyl)acetate), N(=NC(=O)OC(C)(C)C)C(=O)OC(C)(C)C (di-tert-butyl azodicarboxylate). The solvent is ClCCl (dichloromethane), ClCCl (dichloromethane), C1(=CC=CC=C1)P(C1=CC=CC=C1)C1=CC=CC=C1 (triphenylphosphine). Conditions: time 3 hour. Product: FC=1C=C(OCC[C@H]2[C@H](C2)C2CCN(CC2)C(=O)OC2(CC2)C)C=CC1CC(=O)OC (1-methylcyclopropyl 4-[(1R,2S)-2-{2-[3-fluoro-4-(2-methoxy-2-oxoethyl)phenoxy]ethyl}cyclopropyl]piperidine-1-carboxylate). As a reaction SMILES: [OH:1][CH2:2][CH2:3][C@@H:4]1[CH2:6][C@@H:5]1[CH:7]1[CH2:12][CH2:11][N:10]([C:13]([O:15][C:16]2([CH3:19])[CH2:18][CH2:17]2)=[O:14])[CH2:9][CH2:8]1.[F:20][C:21]1[CH:26]=[C:25](O)[CH:24]=[CH:23][C:22]=1[CH2:28][C:29]([O:31][CH3:32])=[O:30].N(C(OC(C)(C)C)=O)=NC(OC(C)(C)C)=O>ClCCl.C1(P(C2C=CC=CC=2)C2C=CC=CC=2)C=CC=CC=1>[F:20][C:21]1[CH:26]=[C:25]([CH:24]=[CH:23][C:22]=1[CH2:28][C:29]([O:31][CH3:32])=[O:30])[O:1][CH2:2][CH2:3][C@@H:4]1[CH2:6][C@@H:5]1[CH:7]1[CH2:12][CH2:11][N:10]([C:13]([O:15][C:16]2([CH3:19])[CH2:18][CH2:17]2)=[O:14])[CH2:9][CH2:8]1. Procedure details: To a solution of 1-methylcyclopropyl 4-[(1R,2S)-2-(2-hydroxyethyl)cyclopropyl]piperidine-1-carboxylate (Intermediate 9, 0.484 g, 1.81 mmol) in 5 ml anhydrous dichloromethane at RT was added a solution of methyl (2-fluoro-4-hydroxyphenyl)acetate (0.400 g, 2.17 mmol) in 10 ml anhydrous dichloromethane, triphenylphosphine, polymer-bound (1.42 g, 4.10 mmol), and di-tert-butyl azodicarboxylate (0.834 g, 3.61 mmol). The reaction mixture was stirred at RT for 3 hours. It was filtered by Celite and conc... Reactants: CCCCO, Clc1cc(Cl)nc(-c2ccccc2)n1, O, OC1CCNCC1. The product is OC1CCN(c2cc(Cl)nc(-c3ccccc3)n2)CC1. RXN SMILES: [CH2:23]([OH:24])[CH2:25][CH2:26][CH3:27].[Cl:1][c:2]1[n:3][c:4](-[c:9]2[cH:10][cH:11][cH:12][cH:13][cH:14]2)[n:5][c:6]([Cl:8])[cH:7]1.[OH2:22].[OH:15][CH:16]1[CH2:17][CH2:18][NH:19][CH2:20][CH2:21]1>>[c:2]1([N:19]2[CH2:18][CH2:17][CH:16]([OH:15])[CH2:21][CH2:20]2)[n:3][c:4](-[c:9]2[cH:10][cH:11][cH:12][cH:13][cH:14]2)[n:5][c:6]([Cl:8])[cH:7]1.